This data is from the Open Reaction Database (ORD), a public repository of structured organic reaction records. The task is: describe an organic reaction: reactants, conditions, products, and yield The reactants are C(C)(C)(C)C1=CC=2C3=C(NC2C=C1)CCN(C3)C (8-tert-butyl-2-methyl-2,3,4,5-tetrahydro-1H-pyrido[4,3-b]indole), [H-].[Na+] (sodium hydride), O1C(C1)C1=CC=NC=C1 (4-(oxiran-2-yl)pyridine). Solvent: CN(C)C=O (DMF), CN(C)C=O (DMF). Reaction conditions: time 10 minute. Product: C(C)(C)(C)C1=CC=2C3=C(N(C2C=C1)CC(O)C1=CC=NC=C1)CCN(C3)C (2-(8-tert-butyl-2-methyl-1,2,3,4-tetrahydro-pyrido[4,3-b]indol-5-yl)-1-pyridin-4-yl-ethanol). As a reaction SMILES: [C:1]([C:5]1[CH:13]=[CH:12][C:11]2[NH:10][C:9]3[CH2:14][CH2:15][N:16]([CH3:18])[CH2:17][C:8]=3[C:7]=2[CH:6]=1)([CH3:4])([CH3:3])[CH3:2].[H-].[Na+].[O:21]1[CH2:23][CH:22]1[C:24]1[CH:29]=[CH:28][N:27]=[CH:26][CH:25]=1>CN(C=O)C>[C:1]([C:5]1[CH:13]=[CH:12][C:11]2[N:10]([CH2:23][CH:22]([C:24]3[CH:29]=[CH:28][N:27]=[CH:26][CH:25]=3)[OH:21])[C:9]3[CH2:14][CH2:15][N:16]([CH3:18])[CH2:17][C:8]=3[C:7]=2[CH:6]=1)([CH3:4])([CH3:2])[CH3:3] |f:1.2|. Procedure: To a solution of 8-tert-butyl-2-methyl-2,3,4,5-tetrahydro-1H-pyrido[4,3-b]indole (1.0 g, 4.1 mmol) in DMF (6 mL) was added sodium hydride (495 mg, 12.3 mmol) under nitrogen at 0° C. and stirred for 10 min. A solution of 4-(oxiran-2-yl)pyridine (898 mg, 7.4 mmol) in DMF (2 mL) was added dropwise into the reaction mixture at RT and stirred for 12 h. The progress of reaction was monitored by TLC and LCMS. The reaction mass was poured in ice-cold water and extracted with EtOAc (2×100 mL). The combin... Starting materials: ClC1=CC=C(C=C1)C(CC)=O (1-(4-Chlorophenyl)propan-1-one), Cl.NO (hydroxylamine hydrochloride), N1=CC=CC=C1 (pyridine). Solvent: C(C)O (ethanol). The product is ClC1=CC=C(C=C1)C(CC)=NO (1-(4-chlorophenyl)propan-1-one oxime). Yield: 54.5%. As a reaction SMILES: [Cl:1][C:2]1[CH:7]=[CH:6][C:5]([C:8](=O)[CH2:9][CH3:10])=[CH:4][CH:3]=1.Cl.[NH2:13][OH:14].N1C=CC=CC=1>C(O)C>[Cl:1][C:2]1[CH:7]=[CH:6][C:5]([C:8](=[N:13][OH:14])[CH2:9][CH3:10])=[CH:4][CH:3]=1 |f:1.2|. Procedure details: 1-(4-Chlorophenyl)propan-1-one (8.4 g, 50 mmol) was combined with hydroxylamine hydrochloride (4.0 g, 58 mmol), pyridine (4.6 g, 58 mmol), and ethanol (75 mL). The mixture was refluxed for 3 h. Solvent was evaporated and the residue diluted with water and extracted into diethyl ether/hexane (1:1). The organic extracts were washed with water, brine, and dried over anhydrous magnesium sulfate. Crystallization from cold hexane gave 5.0 g of 1-(4-chlorophenyl)propan-1-one oxime. Starting materials: C(C)(C)(C)OC(=O)N1CCNCC1 (1-tert-butyloxycarbonyl-piperazine), ClCC(=O)Cl (chloroacetylchloride), COCCN (2-methoxyethylamine). Product: COCCNC(CN1CCNCC1)=O (N-(2-Methoxy-ethyl)-2-piperazin-1-yl-acetamide). RXN SMILES: C(O[C:6]([N:8]1[CH2:13][CH2:12][NH:11][CH2:10][CH2:9]1)=O)(C)(C)C.ClC[C:16](Cl)=[O:17].[CH3:19][O:20][CH2:21][CH2:22][NH2:23]>>[CH3:19][O:20][CH2:21][CH2:22][NH:23][C:16](=[O:17])[CH2:6][N:8]1[CH2:9][CH2:10][NH:11][CH2:12][CH2:13]1. Reported procedure: The title compound was prepared from 1-tert-butyloxycarbonyl-piperazine, chloroacetylchloride and 2-methoxyethylamine in an analogous manner as described in example 21. Starting materials: CCOC(=O)C=Cc1ccc(NC2CCN(Cc3ccccc3)C2)cc1, CO, Cc1ccccc1, Cl, [Na+], C1COCCO1, [OH-]. Yields the product O=C(O)C=Cc1ccc(NC2CCN(Cc3ccccc3)C2)cc1. Reaction SMILES: [CH2:1]([c:2]1[cH:3][cH:4][cH:5][cH:6][cH:7]1)[N:8]1[CH2:9][CH:10]([NH:13][c:14]2[cH:15][cH:16][c:17]([CH:20]=[CH:21][C:22](=[O:23])[O:24][CH2:25][CH3:26])[cH:18][cH:19]2)[CH2:11][CH2:12]1.[CH3:30][OH:31].[CH3:38][c:39]1[cH:40][cH:41][cH:42][cH:43][cH:44]1.[ClH:29].[Na+:28].[O:32]1[CH2:33][CH2:34][O:35][CH2:36][CH2:37]1.[OH-:27]>>[CH2:1]([c:2]1[cH:3][cH:4][cH:5][cH:6][cH:7]1)[N:8]1[CH2:9][CH:10]([NH:13][c:14]2[cH:15][cH:16][c:17]([CH:20]=[CH:21][C:22](=[O:23])[OH:24])[cH:18][cH:19]2)[CH2:11][CH2:12]1. Reactants: BrC=1C=NC(=NC1)O[C@@H]1CN2CCC1CC2 ((3S)-3-[(5-bromopyrimidin-2-yl)oxy]quinuclidine), NC=1C=C(C=CC1)B(O)O (3-aminophenylboronic acid). Yields the product N12C[C@H](C(CC1)CC2)OC2=NC=C(C=N2)C=2C=C(N)C=CC2 (3-{2-[(3S)-1-azabicyclo[2.2.2]oct-3-yloxy]pyrimidin-5-yl}aniline). Reaction SMILES: Br[C:2]1[CH:3]=[N:4][C:5]([O:8][C@H:9]2[CH:14]3[CH2:15][CH2:16][N:11]([CH2:12][CH2:13]3)[CH2:10]2)=[N:6][CH:7]=1.[NH2:17][C:18]1[CH:19]=[C:20](B(O)O)[CH:21]=[CH:22][CH:23]=1>>[N:11]12[CH2:16][CH2:15][CH:14]([CH2:13][CH2:12]1)[C@H:9]([O:8][C:5]1[N:4]=[CH:3][C:2]([C:22]3[CH:23]=[C:18]([CH:19]=[CH:20][CH:21]=3)[NH2:17])=[CH:7][N:6]=1)[CH2:10]2. Procedure details: The product of Example 22A (284 mg, 1.0 mmol) was treated with 3-aminophenylboronic acid (Lancaster, 276 mg, 2.0 mmol) according to the procedure of Example 1B. The title product was purified by chromatography (SiO2, CH2Cl2:MeOH:NH3.H2O, 90:10:1, Rf. 0.1) as solid (285 mg, yield, 96%). 1H NMR (300 MHz, MeOH-d4) δ 1.48-1.62 (m, 1H), 1.61-1.91 (m, 2H), 2.01-2.16 (m, 1H), 2.22-2.30 (m, 1H), 2.74-3.05 (m, 5H), 3.36-3.47 (m, 1H), 5.12-5.20 (m, 1H), 6.75 (ddd, J=8.2, 2.1, 1.0 Hz, 1H), 6.89 (ddd, J=7.4... Starting materials: CO, COC(=O)c1ccc2[nH]c(=O)n(C)c2c1, [Na+], [OH-]. The product is Cn1c(=O)[nH]c2ccc(C(=O)O)cc21. As a reaction SMILES: [CH3:18][OH:19].[CH3:3][n:4]1[c:5](=[O:17])[nH:6][c:7]2[c:8]1[cH:9][c:10]([C:13](=[O:14])[O:15][CH3:16])[cH:11][cH:12]2.[Na+:2].[OH-:1]>>[CH3:3][n:4]1[c:5](=[O:17])[nH:6][c:7]2[c:8]1[cH:9][c:10]([C:13](=[O:14])[OH:15])[cH:11][cH:12]2.